This data is from the Open Reaction Database (ORD), a public repository of structured organic reaction records. The task is: describe an organic reaction: reactants, conditions, products, and yield Reactants: C1COCCN1, COc1ccc2c(Nc3c(C)cncc3C)cc(=O)[nH]c2c1OCCCCCCCl. Product: COc1ccc2c(Nc3c(C)cncc3C)cc(=O)[nH]c2c1OCCCCCCN1CCOCC1. As a reaction SMILES: [CH2:31]1[CH2:32][O:33][CH2:34][CH2:35][NH:36]1.[Cl:1][CH2:2][CH2:3][CH2:4][CH2:5][CH2:6][CH2:7][O:8][c:9]1[c:10]([O:29][CH3:30])[cH:11][cH:12][c:13]2[c:14]([NH:20][c:21]3[c:22]([CH3:28])[cH:23][n:24][cH:25][c:26]3[CH3:27])[cH:15][c:16](=[O:19])[nH:17][c:18]12>>[CH2:2]([CH2:3][CH2:4][CH2:5][CH2:6][CH2:7][O:8][c:9]1[c:10]([O:29][CH3:30])[cH:11][cH:12][c:13]2[c:14]([NH:20][c:21]3[c:22]([CH3:28])[cH:23][n:24][cH:25][c:26]3[CH3:27])[cH:15][c:16](=[O:19])[nH:17][c:18]12)[N:36]1[CH2:31][CH2:32][O:33][CH2:34][CH2:35]1. The reactants are C[Sn](C)C.C[Sn](C)C (hexamethylditin), C[Sn](C1=CC(=C(C=C1[N+](=O)[O-])OC)OC)(C)C (Trimethyl(3,4-dimethoxy-6-nitrophenyl)stannane). The reagents and catalysts are C=1C=CC(=CC1)[P](C=2C=CC=CC2)(C=3C=CC=CC3)[Pd]([P](C=4C=CC=CC4)(C=5C=CC=CC5)C=6C=CC=CC6)([P](C=7C=CC=CC7)(C=8C=CC=CC8)C=9C=CC=CC9)[P](C=1C=CC=CC1)(C=1C=CC=CC1)C=1C=CC=CC1 (tetrakis(triphenylphosphine)palladium). Run in C1CCOC1 (THF). The product is C[Sn](C1=CC2=C(C=C1[N+](=O)[O-])OCO2)(C)C (Trimethyl(3,4-methylenedioxy-6-nitrophenyl)stannane). The yield is 52.3%. As a reaction SMILES: C[Sn](C)C.C[Sn](C)C.[CH3:9][Sn:10]([CH3:25])([CH3:24])[C:11]1[C:16]([N+:17]([O-:19])=[O:18])=[CH:15][C:14]([O:20]C)=[C:13]([O:22][CH3:23])[CH:12]=1>C1COCC1.C1C=CC([P]([Pd]([P](C2C=CC=CC=2)(C2C=CC=CC=2)C2C=CC=CC=2)([P](C2C=CC=CC=2)(C2C=CC=CC=2)C2C=CC=CC=2)[P](C2C=CC=CC=2)(C2C=CC=CC=2)C2C=CC=CC=2)(C2C=CC=CC=2)C2C=CC=CC=2)=CC=1>[CH3:9][Sn:10]([CH3:25])([CH3:24])[C:11]1[C:16]([N+:17]([O-:19])=[O:18])=[CH:15][C:14]2[O:20][CH2:23][O:22][C:13]=2[CH:12]=1 |f:0.1,^1:1,5,34,36,55,74|. Reported procedure: A mixture of hexamethylditin (1 g, 3.1 mmol), compound 16 (0.7 g, 2.9 mmol) and tetrakis(triphenylphosphine)palladium (100 mg) in anhydrous THF (20 ml) was heated to reflux under nitrogen for 10 h. After cooling to room temperature, THF was evaporated and methylene chloride (30 mL) was added to the residue. To this mixture, aqueous potassium fluoride (7.0M, 1 mL) was added dropwise with vigorous stirring. The mixture was passed through a Celite bed and the filtrate was washed with brine. The met... Starting materials: CC(C)(C)OC(=O)NCCCC(=O)O, CC(C)COC(=O)Cl, C1CCOC1, CCN(C(C)C)C(C)C, Cl, Nc1nc(N)c(N=O)c(OCc2ccc(CNC(=O)C(F)(F)F)cc2)n1. Yields the product CC(C)(C)OC(=O)NCCCC(=O)Nc1nc(N)nc(OCc2ccc(CNC(=O)C(F)(F)F)cc2)c1N=O. RXN SMILES: [C:1]([CH3:2])([CH3:3])([CH3:4])[O:5][C:6](=[O:7])[NH:8][CH2:9][CH2:10][CH2:11][C:12](=[O:13])[OH:14].[CH2:24]([O:25][C:26]([Cl:27])=[O:28])[CH:29]([CH3:30])[CH3:31].[CH2:59]1[O:60][CH2:61][CH2:62][CH2:63]1.[CH:15]([N:16]([CH:17]([CH3:18])[CH3:19])[CH2:20][CH3:21])([CH3:22])[CH3:23].[ClH:58].[NH2:32][c:33]1[n:34][c:35]([NH2:57])[c:36]([N:55]=[O:56])[c:37]([O:39][CH2:40][c:41]2[cH:42][cH:43][c:44]([CH2:47][NH:48][C:49]([C:50]([F:51])([F:52])[F:53])=[O:54])[cH:45][cH:46]2)[n:38]1>>[C:1]([CH3:2])([CH3:3])([CH3:4])[O:5][C:6](=[O:7])[NH:8][CH2:9][CH2:10][CH2:11][C:12](=[O:14])[NH:57][c:35]1[n:34][c:33]([NH2:32])[n:38][c:37]([O:39][CH2:40][c:41]2[cH:42][cH:43][c:44]([CH2:47][NH:48][C:49]([C:50]([F:51])([F:52])[F:53])=[O:54])[cH:45][cH:46]2)[c:36]1[N:55]=[O:56]. Starting materials: F[C@@H]1CN(CC[C@@H]1NC(=O)OC)C(=O)OC(C)(C)C ((3R,4S)-tert-butyl 3-fluoro-4-((methoxycarbonyl)amino)piperidine-1-carboxylate), C(=O)(C(F)(F)F)O (TFA). Run in C(Cl)Cl (DCM). Reaction conditions: time 1 hour. Yields the product F[C@@H]1CNCC[C@@H]1NC(OC)=O (methyl ((3R,4S)-3-fluoropiperidin-4-yl)carbamate). Isolated yield 140.0%. Reaction SMILES: [F:1][C@H:2]1[C@@H:7]([NH:8][C:9]([O:11][CH3:12])=[O:10])[CH2:6][CH2:5][N:4](C(OC(C)(C)C)=O)[CH2:3]1.C(O)(C(F)(F)F)=O>C(Cl)Cl>[F:1][C@H:2]1[C@@H:7]([NH:8][C:9](=[O:10])[O:11][CH3:12])[CH2:6][CH2:5][NH:4][CH2:3]1. Procedure details: (3R,4S)-tert-butyl 3-fluoro-4-((methoxycarbonyl)amino)piperidine-1-carboxylate (127 mg, 0.460 mmol) was taken up in DCM (5 mL) and TFA (0.708 mL, 9.19 mmol) was added. The reaction was stirred at room temperature for 1 h. The solvent was removed in vacuo and the material was dissolved in MeOH. The solution was loaded onto an SCX column (5 g, benzenesulfonic acid sorbent) and the column was rinsed with MeOH, followed by 7N NH3/MeOH to obtain the product. The solvent was removed in vacuo to obtain... Reactants: [BH4-], ClCCl, CCO, CC(C)=O, Cl, [Na+], O, COC(=O)C(OC1CCCCO1)c1ccc2sccc2c1. The product is OCC(OC1CCCCO1)c1ccc2sccc2c1. Reaction SMILES: [BH4-:1].[CH2:7]([Cl:8])[Cl:9].[CH3:32][CH2:33][OH:34].[CH3:3][C:4](=[O:5])[CH3:6].[ClH:10].[Na+:2].[OH2:35].[s:11]1[c:12]2[c:13]([cH:14][cH:15]1)[cH:16][c:17]([CH:20]([C:21](=[O:22])[O:23][CH3:24])[O:25][CH:26]1[O:27][CH2:28][CH2:29][CH2:30][CH2:31]1)[cH:18][cH:19]2>>[s:11]1[c:12]2[c:13]([cH:14][cH:15]1)[cH:16][c:17]([CH:20]([CH2:21][OH:22])[O:25][CH:26]1[O:27][CH2:28][CH2:29][CH2:30][CH2:31]1)[cH:18][cH:19]2. Starting materials: C1(=CC=CC=C1)C1=NN=C(S1)C(=O)OCC (ethyl 5-phenyl-1,3,4-thiadiazole-2-carboxylate), COC=1C=C2C(C=C(O2)C=2N=C3SC(=NN3C2)OC)=C(C1)O (6-methoxy-2-(2-methoxyimidazo[2,1-b][1,3,4]thiadiazol-6-yl)benzofuran-4-ol), N(=NC(=O)OC(C)C)C(=O)OC(C)C (Diisopropyl azodicarboxylate), C1(=CC=CC=C1)P(C1=CC=CC=C1)C1=CC=CC=C1 (Triphenylphosphine). Reagents/catalysts: N(=NC(=O)OC(C)C)C(=O)OC(C)C (Diisopropyl azodicarboxylate). Solvent: C1=CC=CC=C1 (benzene), C(Cl)Cl (CH2Cl2), C1CCOC1 (THF). Reaction conditions: time 30 second. Yields the product COC1=NN2C(S1)=NC(=C2)C=2OC1=C(C2)C(=CC(=C1)OC)OCC=1SC(=NN1)C1=CC=CC=C1 (2-Methoxy-6-(6-methoxy-4-((5-phenyl-1,3,4-thiadiazol-2-yl)methoxy)benzofuran-2-yl)imidazo[2,1-b][1,3,4]thiadiazole). The yield is 29.1%. RXN SMILES: [C:1]1([C:7]2[S:11][C:10]([C:12]([O:14][CH2:15][CH3:16])=O)=[N:9][N:8]=2)[CH:6]=[CH:5][CH:4]=[CH:3][CH:2]=1.[CH3:17][O:18][C:19]1[CH:20]=[C:21]2[O:25][C:24]([C:26]3[N:27]=[C:28]4[N:32]([CH:33]=3)[N:31]=[C:30]([O:34][CH3:35])[S:29]4)=[CH:23][C:22]2=C(O)C=1.C1(P(C2C=CC=CC=2)C2C=CC=CC=2)C=CC=CC=1.N(C(OC(C)C)=O)=NC(OC(C)C)=O>C1COCC1.N(C(OC(C)C)=O)=NC(OC(C)C)=O.C(Cl)Cl.C1C=CC=CC=1>[CH3:35][O:34][C:30]1[S:29][C:28]2=[N:27][C:26]([C:24]3[O:25][C:21]4[CH:20]=[C:19]([O:18][CH3:17])[CH:16]=[C:15]([O:14][CH2:12][C:10]5[S:11][C:7]([C:1]6[CH:6]=[CH:5][CH:4]=[CH:3][CH:2]=6)=[N:8][N:9]=5)[C:22]=4[CH:23]=3)=[CH:33][N:32]2[N:31]=1. Reported procedure: In a 200 mL round-bottomed flask, benzene was added to ethyl 5-phenyl-1,3,4-thiadiazole-2-carboxylate (Example 8B, 80 mgs, 0.252 mmol) and 6-methoxy-2-(2-methoxyimidazo[2,1-b][1,3,4]thiadiazol-6-yl)benzofuran-4-ol (Example 1H, 58.2 mgs, 0.303 mmol) and the mixture was sonificated for 30 sec. and concentrated in vacuo to remove traces of water in the starting material. Triphenylphosphine (99 mgs, 0.378 mmol) was added and the mixture was dried on high vacuum for 10 min. THF (40 mL) were added and...